Task: describe an organic reaction: reactants, conditions, products, and yield. Dataset: the Open Reaction Database (ORD), a public repository of structured organic reaction records Starting materials: CC(C)(C)OC(=O)NCC(=O)N1C(C(=O)OC(C)(C)C)CCC1c1ccccc1, ClC(Cl)Cl, C[Si](C)(C)I. Product: CC(C)(C)OC(=O)C1CCC(c2ccccc2)N1C(=O)CN. RXN SMILES: [C:1]([O:2][C:3](=[O:4])[NH:8][CH2:9][C:10](=[O:11])[N:12]1[CH:13]([C:14](=[O:15])[O:16][C:17]([CH3:18])([CH3:19])[CH3:20])[CH2:21][CH2:22][CH:23]1[c:24]1[cH:25][cH:26][cH:27][cH:28][cH:29]1)([CH3:5])([CH3:6])[CH3:7].[CH:35]([Cl:36])([Cl:37])[Cl:38].[I:30][Si:31]([CH3:32])([CH3:33])[CH3:34]>>[NH2:8][CH2:9][C:10](=[O:11])[N:12]1[CH:13]([C:14](=[O:15])[O:16][C:17]([CH3:18])([CH3:19])[CH3:20])[CH2:21][CH2:22][CH:23]1[c:24]1[cH:25][cH:26][cH:27][cH:28][cH:29]1. RXN SMILES: [CH3:1][C:2]1([CH3:37])[O:3][CH2:4][c:5]2[c:6]([cH:8][cH:9][c:10]([CH:12]([CH2:13][NH:14][CH2:15][CH2:16][c:17]3[cH:18][cH:19][c:20]([O:21][CH2:22][CH2:23][O:24][CH2:25][c:26]4[cH:27][c:28]([C:29]#[N:30])[cH:31][cH:32][cH:33]4)[cH:34][cH:35]3)[OH:36])[cH:11]2)[O:7]1.[O:38]1[CH2:39][CH2:40][CH2:41][CH2:42]1>>[CH3:1][C:2]1([CH3:37])[O:3][CH2:4][c:5]2[c:6]([cH:8][cH:9][c:10]([CH:12]([CH2:13][NH:14][CH2:15][CH2:16][c:17]3[cH:18][cH:19][c:20]([O:21][CH2:22][CH2:23][O:24][CH2:25][c:26]4[cH:27][c:28]([C:29]([NH2:30])=[O:38])[cH:31][cH:32][cH:33]4)[cH:34][cH:35]3)[OH:36])[cH:11]2)[O:7]1. Product: CC1(C)OCc2cc(C(O)CNCCc3ccc(OCCOCc4cccc(C(N)=O)c4)cc3)ccc2O1. The reactants are CC1(C)OCc2cc(C(O)CNCCc3ccc(OCCOCc4cccc(C#N)c4)cc3)ccc2O1, C1CCOC1. Reactants: CC(=O)CC(C)C, COC(=O)C1(N(OCc2ccccc2)C(C)=O)CCNCC1, Cc1ccccc1, I, [Na+], [Na+], [Na], O=C([O-])[O-]. The product is COC(=O)C1(N(OCc2ccccc2)C(C)=O)CCN(CCc2ccccc2)CC1. Reaction SMILES: [CH2:31]([C:32]([CH3:33])=[O:34])[CH:35]([CH3:36])[CH3:37].[CH3:1][O:2][C:3](=[O:4])[C:5]1([N:11]([C:12]([CH3:13])=[O:14])[O:15][CH2:16][c:17]2[cH:18][cH:19][cH:20][cH:21][cH:22]2)[CH2:6][CH2:7][NH:8][CH2:9][CH2:10]1.[CH3:38][c:39]1[cH:40][cH:41][cH:42][cH:43][cH:44]1.[I:23].[Na+:25].[Na+:26].[Na:24].[O-:27][C:28](=[O:29])[O-:30]>>[CH3:1][O:2][C:3](=[O:4])[C:5]1([N:11]([C:12]([CH3:13])=[O:14])[O:15][CH2:16][c:17]2[cH:18][cH:19][cH:20][cH:21][cH:22]2)[CH2:6][CH2:7][N:8]([CH2:31][CH2:38][c:39]2[cH:40][cH:41][cH:42][cH:43][cH:44]2)[CH2:9][CH2:10]1. Reactants: BrC1=C(C(=O)OC(C)C)C=C(C(=C1)Br)N1C(NC2=C(C1=O)CCC2)=O (isopropyl 2,4-dibromo-5-(1,2,4,5,6,7-hexahydro-2,4-dioxo-3H-cyclopenta[d]pyrimidin-3-yl)-benzoate), S(=O)(=O)(OC)OC (dimethyl sulphate), [Na] (sodium). Run in C(C)(C)O (isopropanol). The product is BrC1=C(C(=O)OC(C)C)C=C(C(=C1)Br)N1C(N(C2=C(C1=O)CCC2)C)=O (isopropyl 2,4-dibromo-5-(1,2,4,5,6,7-hexahydro-1-methyl-2,4-dioxo-3H-cyclopenta[d]pyrimidin-3-yl)-benzoate). RXN SMILES: [Br:1][C:2]1[CH:13]=[C:12]([Br:14])[C:11]([N:15]2[C:20](=[O:21])[C:19]3[CH2:22][CH2:23][CH2:24][C:18]=3[NH:17][C:16]2=[O:25])=[CH:10][C:3]=1[C:4]([O:6][CH:7]([CH3:9])[CH3:8])=[O:5].S(OC)(O[CH3:30])(=O)=O.[Na]>C(O)(C)C>[Br:1][C:2]1[CH:13]=[C:12]([Br:14])[C:11]([N:15]2[C:20](=[O:21])[C:19]3[CH2:22][CH2:23][CH2:24][C:18]=3[N:17]([CH3:30])[C:16]2=[O:25])=[CH:10][C:3]=1[C:4]([O:6][CH:7]([CH3:9])[CH3:8])=[O:5] |^1:32|. Procedure: using isopropyl 2,4-dibromo-5-(1,2,4,5,6,7-hexahydro-2,4-dioxo-3H-cyclopenta[d]pyrimidin-3-yl)-benzoate and dimethyl sulphate with sodium isopropylate in isopropanol there is obtained isopropyl 2,4-dibromo-5-(1,2,4,5,6,7-hexahydro-1-methyl-2,4-dioxo-3H-cyclopenta[d]pyrimidin-3-yl)-benzoate, 1H--NMR (CDCl3, 400 MHz) 8.03 ppm (s, 1H), 4.72 ppm (s, 1H), 5.23 ppm (m, 1H), 2.96 ppm (m, 2H), 2.83 ppm (m, 2H), 2.17 ppm (m, 2H), 1.35 ppm (d, 6H), Reactants: N1=C(C=CC=C1)NC[C@H](CC)O ((S)-1-(2-Pyridylamino)butan-2-ol), S(=O)(Cl)Cl (Thionyl chloride), N1C=NC=C1 (imidazole). Solvent: ClCCl (dichloromethane), ClCCl (dichloromethane), ClCCl (dichloromethane). Yields the product C(C)[C@H]1CN(S(O1)=O)C1=NC=CC=C1 (4.5-Dihydro-5(S)-ethyl-3-(2-pyridyl)-3H [1,2,3]oxathiazole-2-oxide). Reaction SMILES: [S:1](Cl)(Cl)=[O:2].N1C=CN=C1.[N:10]1[CH:15]=[CH:14][CH:13]=[CH:12][C:11]=1[NH:16][CH2:17][C@@H:18]([OH:21])[CH2:19][CH3:20]>ClCCl>[CH2:19]([C@@H:18]1[O:21][S:1](=[O:2])[N:16]([C:11]2[CH:12]=[CH:13][CH:14]=[CH:15][N:10]=2)[CH2:17]1)[CH3:20]. Procedure details: Thionyl chloride (18.98 millimoles) in dichloromethane (20 ml) is added dropwise to imidazole (4.7 g, 69 millimoles) in dichloromethane (50 ml) under argon. Then after 15 minutes the title compound of part (a) (17.26 millimoles) in 25 ml of dichloromethane was added slowly at a temperature maintained below 5° C. After an hour at a temperature range of 0° to 5° the temperature was allowed to warm up to room temperature. After 1 hour, water was added The organic layer was separated and the aqueous... Starting materials: Cl (hydrochloric acid), SC1=C(C(=O)O)C(=CC=C1)C (2-mercapto-6-methylbenzoic acid), COC1=NC(=NC(=C1)OC)S(=O)(=O)C (4,6-dimethoxy-2-methylsulfonylpyrimidine), C([O-])([O-])=O.[K+].[K+] (potassium carbonate). Solvent: O (water), CN(C=O)C (dimethylformamide). Run at temperature 115 celsius, time 1 hour. Product: COC1=NC(=NC(=C1)OC)SC1=C(C(=O)O)C(=CC=C1)C (2-[(4,6-dimethoxypyrimidin-2-yl)thio]-6-methylbenzoic acid). The yield is 12.2%. RXN SMILES: [SH:1][C:2]1[CH:10]=[CH:9][CH:8]=[C:7]([CH3:11])[C:3]=1[C:4]([OH:6])=[O:5].[CH3:12][O:13][C:14]1[CH:19]=[C:18]([O:20][CH3:21])[N:17]=[C:16](S(C)(=O)=O)[N:15]=1.C(=O)([O-])[O-].[K+].[K+].Cl>CN(C)C=O.O>[CH3:12][O:13][C:14]1[CH:19]=[C:18]([O:20][CH3:21])[N:17]=[C:16]([S:1][C:2]2[CH:10]=[CH:9][CH:8]=[C:7]([CH3:11])[C:3]=2[C:4]([OH:6])=[O:5])[N:15]=1 |f:2.3.4|. Procedure details: Then, 3.6 g of 2-mercapto-6-methylbenzoic acid, 4.7 g of 4,6-dimethoxy-2-methylsulfonylpyrimidine and 3.5 g of unhydrous potassium carbonate were dissolved in 20 ml of dimethylformamide, and then the mixture was stirred at from 110 to 120° C. for one hour. The reaction solution was poured into a large amount of water, and concentrated hydrochloric acid was added thereto. Then, the mixture was extracted with chloroform. The chloroform layer was washed with water and dried, and then the solvent wa... The reactants are C1CCOC1, COC(=O)c1ccnc(S(C)(=O)=O)n1, [H-], [Na+], Oc1ccccc1. Product: COC(=O)c1ccnc(Oc2ccccc2)n1. RXN SMILES: [CH2:24]1[O:25][CH2:26][CH2:27][CH2:28]1.[CH3:10][O:11][C:12](=[O:13])[c:14]1[n:15][c:16]([S:20]([CH3:21])(=[O:22])=[O:23])[n:17][cH:18][cH:19]1.[H-:2].[Na+:1].[OH:3][c:4]1[cH:5][cH:6][cH:7][cH:8][cH:9]1>>[O:3]([c:4]1[cH:5][cH:6][cH:7][cH:8][cH:9]1)[c:16]1[n:15][c:14]([C:12]([O:11][CH3:10])=[O:13])[cH:19][cH:18][n:17]1. Starting materials: CCOC(=O)CSCc1ccco1, CO, [O-][I+3]([O-])([O-])[O-], [Na+], O. The product is CCOC(=O)CS(=O)Cc1ccco1. Reaction SMILES: [CH2:1]([CH3:2])[O:3][C:4]([CH2:5][S:6][CH2:7][c:8]1[cH:9][cH:10][cH:11][o:12]1)=[O:13].[CH3:20][OH:21].[I+3:14]([O-:15])([O-:16])([O-:17])[O-:18].[Na+:19].[OH2:22]>>[CH2:1]([CH3:2])[O:3][C:4]([CH2:5][S:6]([CH2:7][c:8]1[cH:9][cH:10][cH:11][o:12]1)=[O:15])=[O:13].